This data is from the Open Reaction Database (ORD), a public repository of structured organic reaction records. The task is: describe an organic reaction: reactants, conditions, products, and yield Starting materials: CCOc1c(C)c(C)c(OCc2ccccc2)c(C=O)c1C, Cc1ccc(C(C)C)c(OCCN)c1, c1ccccc1. Product: CCOc1c(C)c(C)c(OCc2ccccc2)c(CNCCOc2cc(C)ccc2C(C)C)c1C. Reaction SMILES: [CH2:1]([c:2]1[cH:3][cH:4][cH:5][cH:6][cH:7]1)[O:8][c:9]1[c:10]([CH:11]=[O:12])[c:13]([CH3:22])[c:14]([O:19][CH2:20][CH3:21])[c:15]([CH3:18])[c:16]1[CH3:17].[CH:23]([CH3:24])([CH3:25])[c:26]1[c:27]([O:28][CH2:29][CH2:30][NH2:31])[cH:32][c:33]([CH3:36])[cH:34][cH:35]1.[cH:37]1[cH:38][cH:39][cH:40][cH:41][cH:42]1>>[CH2:1]([c:2]1[cH:3][cH:4][cH:5][cH:6][cH:7]1)[O:8][c:9]1[c:10]([CH2:11][NH:31][CH2:30][CH2:29][O:28][c:27]2[c:26]([CH:23]([CH3:24])[CH3:25])[cH:35][cH:34][c:33]([CH3:36])[cH:32]2)[c:13]([CH3:22])[c:14]([O:19][CH2:20][CH3:21])[c:15]([CH3:18])[c:16]1[CH3:17]. Reactants: [Br-], [Br-], [Br-], COCc1c(C(C)=O)ncc2c1c1cc(OCc3ccccc3)ccc1n2S(=O)(=O)c1ccc(C)cc1, C1CCOC1, C[N+](C)(C)c1ccccc1, C[N+](C)(C)c1ccccc1, C[N+](C)(C)c1ccccc1. The product is COCc1c(C(=O)CBr)ncc2c1c1cc(OCc3ccccc3)ccc1n2S(=O)(=O)c1ccc(C)cc1. Reaction SMILES: [Br-:38].[Br-:39].[Br-:40].[CH2:1]([c:2]1[cH:3][cH:4][cH:5][cH:6][cH:7]1)[O:8][c:9]1[cH:10][c:11]2[c:12]3[c:13]([CH2:35][O:36][CH3:37])[c:14]([C:32]([CH3:33])=[O:34])[n:15][cH:16][c:17]3[n:18]([S:22](=[O:23])(=[O:24])[c:25]3[cH:26][cH:27][c:28]([CH3:29])[cH:30][cH:31]3)[c:19]2[cH:20][cH:21]1.[O:71]1[CH2:72][CH2:73][CH2:74][CH2:75]1.[c:41]1([N+:42]([CH3:43])([CH3:44])[CH3:45])[cH:46][cH:47][cH:48][cH:49][cH:50]1.[c:51]1([N+:52]([CH3:53])([CH3:54])[CH3:55])[cH:56][cH:57][cH:58][cH:59][cH:60]1.[c:61]1([N+:62]([CH3:63])([CH3:64])[CH3:65])[cH:66][cH:67][cH:68][cH:69][cH:70]1>>[CH2:1]([c:2]1[cH:3][cH:4][cH:5][cH:6][cH:7]1)[O:8][c:9]1[cH:10][c:11]2[c:12]3[c:13]([CH2:35][O:36][CH3:37])[c:14]([C:32]([CH2:33][Br:38])=[O:34])[n:15][cH:16][c:17]3[n:18]([S:22](=[O:23])(=[O:24])[c:25]3[cH:26][cH:27][c:28]([CH3:29])[cH:30][cH:31]3)[c:19]2[cH:20][cH:21]1. Starting materials: OCN1N=NC2=C1C=CC=C2 (1-hydroxymethylbenzotriazole), S(=O)(Cl)Cl (thionyl chloride). Product: ClCN1N=NC2=C1C=CC=C2 (1-Chloromethylbenzotriazole). RXN SMILES: O[CH2:2][N:3]1[C:7]2[CH:8]=[CH:9][CH:10]=[CH:11][C:6]=2[N:5]=[N:4]1.S(Cl)([Cl:14])=O>>[Cl:14][CH2:2][N:3]1[C:7]2[CH:8]=[CH:9][CH:10]=[CH:11][C:6]=2[N:5]=[N:4]1. Reported procedure: To 1-hydroxymethylbenzotriazole (59.6 g), prepared above, kept at ice-bath temp., 175 ml of thionyl chloride was added dropwise as long as a vigorous reaction continued. The reminder was added more rapidly. The mixture was then stirred and refluxed for 90 minutes. Excess thionyl chloride was removed by distillation, the last traces were removed by heating for a short time with 200 ml of methanol. After cooling and collecting on a funnel, the product weighted 45 g. (67%); melting point: 136° C; (... The reactants are COC(=O)c1cccc(-c2nc(C)sc2CBr)c1, CO, [K+], CC(=O)[O-], CN(C)C=O. Product: COC(=O)c1cccc(-c2nc(C)sc2CO)c1. Reaction SMILES: [CH3:1][O:2][C:3]([c:4]1[cH:5][c:6](-[c:10]2[n:11][c:12]([CH3:17])[s:13][c:14]2[CH2:15][Br:16])[cH:7][cH:8][cH:9]1)=[O:18].[CH3:24][OH:25].[K+:23].[O-:19][C:20]([CH3:21])=[O:22].[O:26]=[CH:27][N:28]([CH3:29])[CH3:30]>>[CH3:1][O:2][C:3]([c:4]1[cH:5][c:6](-[c:10]2[n:11][c:12]([CH3:17])[s:13][c:14]2[CH2:15][OH:19])[cH:7][cH:8][cH:9]1)=[O:18]. The reactants are O=C(O)c1c(OCc2ccccc2)c2ncccc2n(Cc2ccccc2)c1=O, ClCCCl, CCN(C(C)C)C(C)C, [Cl-], CNC(=O)c1cc(F)ccc1C[NH3+], CN(C)C=O. Yields the product CNC(=O)c1cc(F)ccc1CNC(=O)c1c(OCc2ccccc2)c2ncccc2n(Cc2ccccc2)c1=O. As a reaction SMILES: [CH2:1]([c:2]1[cH:3][cH:4][cH:5][cH:6][cH:7]1)[n:8]1[c:9](=[O:29])[c:10]([C:26](=[O:27])[OH:28])[c:11]([O:18][CH2:19][c:20]2[cH:21][cH:22][cH:23][cH:24][cH:25]2)[c:12]2[n:13][cH:14][cH:15][cH:16][c:17]12.[CH2:30]([Cl:31])[CH2:32][Cl:33].[CH:48]([N:49]([CH2:50][CH3:51])[CH:52]([CH3:53])[CH3:54])([CH3:55])[CH3:56].[Cl-:34].[F:35][c:36]1[cH:37][c:38]([C:44](=[O:45])[NH:46][CH3:47])[c:39]([CH2:42][NH3+:43])[cH:40][cH:41]1.[O:57]=[CH:58][N:59]([CH3:60])[CH3:61]>>[CH2:1]([c:2]1[cH:3][cH:4][cH:5][cH:6][cH:7]1)[n:8]1[c:9](=[O:29])[c:10]([C:26](=[O:28])[NH:43][CH2:42][c:39]2[c:38]([C:44](=[O:45])[NH:46][CH3:47])[cH:37][c:36]([F:35])[cH:41][cH:40]2)[c:11]([O:18][CH2:19][c:20]2[cH:21][cH:22][cH:23][cH:24][cH:25]2)[c:12]2[n:13][cH:14][cH:15][cH:16][c:17]12. The reactants are S1C(=CC=C1)C(C(=O)O)=O (2-thiopheneglyoxylic acid), CO (methanol). The reagents and catalysts are CCC(C)CCCCC(=O)NC(CCN)C(=O)NC(C(C)O)C(=O)NC(CCN)C(=O)NC1CCNC(=O)C(NC(=O)C(NC(=O)C(NC(=O)C(NC(=O)C(NC(=O)C(NC1=O)CCN)CC2=CC=CC=C2)CC(C)C)CCN)CCN)C(C)O.OS(=O)(=O)O (sufuric acid). The product is S1C(=CC=C1)C(C(=O)OC)=O (methyl 2-thiopheneglyoxylate). As a reaction SMILES: [S:1]1[CH:5]=[CH:4][CH:3]=[C:2]1[C:6](=[O:10])[C:7]([OH:9])=[O:8].[CH3:11]O>CCC(CCCCC(NC(C(NC(C(NC(C(NC1C(=O)NC(CCN)C(=O)NC(CC2C=CC=CC=2)C(=O)NC(CC(C)C)C(=O)NC(CCN)C(=O)NC(CCN)C(=O)NC(C(O)C)C(=O)NCC1)=O)CCN)=O)C(O)C)=O)CCN)=O)C.OS(O)(=O)=O>[S:1]1[CH:5]=[CH:4][CH:3]=[C:2]1[C:6](=[O:10])[C:7]([O:9][CH3:11])=[O:8] |f:2.3|. Procedure: To a stirred solution of 2-thiopheneglyoxylic acid (1 g) in methanol (10 ml) was added 5 drops of concentrated sufuric acid and the mixture was refluxed for 4 hours. Then the methanol was evaporated off and the residue was partitioned between ethyl acetate and water. The organic extract was washed with water and brine, dried (sodium sulfate) and evaporated to give methyl 2-thiopheneglyoxylate as an oil (1.01 g). The reactants are ClC=1C=C(C(=O)N(C)OC)C=C(C1)Cl (3,5-dichloro-N-methoxy-N-methylbenzamide), C[Mg]Br (methylmagnesium bromide), Cl (hydrochloric acid). Solvent: O1CCCC1 (tetrahydrofuran). Run at time 25 minute. Product: ClC=1C=C(C=C(C1)Cl)C(C)=O (1-(3,5-dichlorophenyl)ethanone). RXN SMILES: [Cl:1][C:2]1[CH:3]=[C:4]([CH:11]=[C:12]([Cl:14])[CH:13]=1)[C:5](N(OC)C)=[O:6].[CH3:15][Mg]Br.Cl>O1CCCC1>[Cl:1][C:2]1[CH:3]=[C:4]([C:5](=[O:6])[CH3:15])[CH:11]=[C:12]([Cl:14])[CH:13]=1. Procedure details: To the product from step A (5.42 g, 23.2 mmol) in 100 mL of tetrahydrofuran was added methylmagnesium bromide (11.6 mL, 34.8 mmol) drop-wise. After stirring at ambient temperature for 25 min, 1N hydrochloric acid was added and the mixture extracted with two portions of ethyl acetate. The combined organic layers were dried over magnesium sulfate and concentrated in vacuo to provide the title compound which was used without further purification. 1H NMR (500 MHz, CDCl3) δ: 7.84 (d, J=1.9 Hz, 2H); 7... The reactants are CO, CCOC(C)=O, [Na+], [Na+], O, Oc1ccc(C2Oc3ccc(O)cc3C3CSCC32)cc1, O=S([O-])[O-]. The product is O=S1CC2c3cc(O)ccc3OC(c3ccc(O)cc3)C2C1. As a reaction SMILES: [CH3:28][OH:29].[CH3:31][CH2:32][O:33][C:34]([CH3:35])=[O:36].[Na+:26].[Na+:27].[OH2:30].[OH:1][c:2]1[cH:3][cH:4][c:5]([CH:8]2[CH:9]3[CH:10]([c:11]4[cH:12][c:13]([OH:18])[cH:14][cH:15][c:16]4[O:17]2)[CH2:19][S:20][CH2:21]3)[cH:6][cH:7]1.[S:22](=[O:23])([O-:24])[O-:25]>>[OH:1][c:2]1[cH:3][cH:4][c:5]([CH:8]2[CH:9]3[CH:10]([c:11]4[cH:12][c:13]([OH:18])[cH:14][cH:15][c:16]4[O:17]2)[CH2:19][S:20](=[O:23])[CH2:21]3)[cH:6][cH:7]1. The reactants are ClC/C=C/C(=O)NC=1C=C(OC=2N=C(C(=NC2C(C)C)C(=O)N)NC2=CC=C(C=C2)N2CCN(CC2)C)C=CC1 (5-(3-{[(2E)-4-chlorobuta-2-enoyl]amino}phenoxy)-6-isopropyl-3-{[4-(4-methylpiperazin-1-yl)phenyl]amino}pyrazine-2-carboxamide), CN(C=O)C (N,N-dimethylformamide), C(C)(C)N(CC)C(C)C (diisopropylethylamine), N1CCOCC1 (morpholine). Solvent: O (Water). Run at time 8 hour. The product is C(C)(C)C1=C(N=C(C(=N1)C(=O)N)NC1=CC=C(C=C1)N1CCN(CC1)C)OC1=CC(=CC=C1)NC(\C=C\CN1CCOCC1)=O (6-isopropyl-3-{[4-(4-methylpiperazin-1-yl)phenyl]amino}-5-(3-{[(2E)-4-(morpholin-4-yl)but-2-enoyl]amino}phenoxy)pyrazine-2-carboxamide). As a reaction SMILES: Cl[CH2:2]/[CH:3]=[CH:4]/[C:5]([NH:7][C:8]1[CH:9]=[C:10]([CH:38]=[CH:39][CH:40]=1)[O:11][C:12]1[N:13]=[C:14]([NH:24][C:25]2[CH:30]=[CH:29][C:28]([N:31]3[CH2:36][CH2:35][N:34]([CH3:37])[CH2:33][CH2:32]3)=[CH:27][CH:26]=2)[C:15]([C:21]([NH2:23])=[O:22])=[N:16][C:17]=1[CH:18]([CH3:20])[CH3:19])=[O:6].CN(C)C=O.C(N(C(C)C)CC)(C)C.[NH:55]1[CH2:60][CH2:59][O:58][CH2:57][CH2:56]1>O>[CH:18]([C:17]1[N:16]=[C:15]([C:21]([NH2:23])=[O:22])[C:14]([NH:24][C:25]2[CH:30]=[CH:29][C:28]([N:31]3[CH2:36][CH2:35][N:34]([CH3:37])[CH2:33][CH2:32]3)=[CH:27][CH:26]=2)=[N:13][C:12]=1[O:11][C:10]1[CH:38]=[CH:39][CH:40]=[C:8]([NH:7][C:5](=[O:6])/[CH:4]=[CH:3]/[CH2:2][N:55]2[CH2:60][CH2:59][O:58][CH2:57][CH2:56]2)[CH:9]=1)([CH3:20])[CH3:19]. Reported procedure: To a mixture of 5-(3-{[(2E)-4-chlorobuta-2-enoyl]amino}phenoxy)-6-isopropyl-3-{[4-(4-methylpiperazin-1-yl)phenyl]amino}pyrazine-2-carboxamide (80 mg) and N,N-dimethylformamide (800 μL) were added diisopropylethylamine (25 μL) and morpholine (11 μL), followed by stirring at room temperature overnight. Water was added thereto, and the precipitated solid was collected by filtration and purified by silica gel column chromatography (eluent; chloroform:methanol:28% aqueous ammonia=1:0:0-100:10:1). Dii...